From a dataset of the Open Reaction Database (ORD), a public repository of structured organic reaction records. describe an organic reaction: reactants, conditions, products, and yield Reactants: O=C([O-])[O-], Cc1ccccc1, ClCc1nc2ccccc2[nH]1, [K+], [K+], CN(C)C=O, O, c1ccc(CCC2CCNCC2)cc1. The product is c1ccc(CCC2CCN(Cc3nc4ccccc4[nH]3)CC2)cc1. RXN SMILES: [C:12](=[O:13])([O-:14])[O-:15].[CH3:32][c:33]1[cH:34][cH:35][cH:36][cH:37][cH:38]1.[Cl:1][CH2:2][c:3]1[nH:4][c:5]2[c:6]([n:7]1)[cH:8][cH:9][cH:10][cH:11]2.[K+:16].[K+:17].[O:39]=[CH:40][N:41]([CH3:42])[CH3:43].[OH2:44].[c:18]1([CH2:24][CH2:25][CH:26]2[CH2:27][CH2:28][NH:29][CH2:30][CH2:31]2)[cH:19][cH:20][cH:21][cH:22][cH:23]1>>[CH2:2]([c:3]1[nH:4][c:5]2[c:6]([n:7]1)[cH:8][cH:9][cH:10][cH:11]2)[N:29]1[CH2:28][CH2:27][CH:26]([CH2:25][CH2:24][c:18]2[cH:19][cH:20][cH:21][cH:22][cH:23]2)[CH2:31][CH2:30]1. The reactants are C(C1=CC=CC=C1)N(C1=NC=C(C(=C1)\C=C(\C(=O)OCC)/[O-])[N+](=O)[O-])CC1=CC=CC=C1.[K+] (potassium (1Z)-1-[2-(dibenzylamino)-5-nitropyridin-4-yl]-3-ethoxy-3-oxoprop-1-en-2-olate). The reagents and catalysts are [Fe] (iron). Run in C(C)(=O)O (acetic acid), C1(=CC=CC=C1)C (toluene). Reaction conditions: temperature 60 celsius, time 2 hour. The product is C(C1=CC=CC=C1)N(C=1C=C2C(=CN1)NC(=C2)C(=O)OCC)CC2=CC=CC=C2 (ethyl 5-(dibenzylamino)-1H-pyrrolo[2,3-c]pyridine-2-carboxylate). Yield: 19.6%. Reaction SMILES: [CH2:1]([N:8]([CH2:26][C:27]1[CH:32]=[CH:31][CH:30]=[CH:29][CH:28]=1)[C:9]1[CH:14]=[C:13](/[CH:15]=[C:16](\[O-])/[C:17]([O:19][CH2:20][CH3:21])=[O:18])[C:12]([N+:23]([O-])=O)=[CH:11][N:10]=1)[C:2]1[CH:7]=[CH:6][CH:5]=[CH:4][CH:3]=1.[K+]>C(O)(=O)C.C1(C)C=CC=CC=1.[Fe]>[CH2:26]([N:8]([CH2:1][C:2]1[CH:7]=[CH:6][CH:5]=[CH:4][CH:3]=1)[C:9]1[CH:14]=[C:13]2[CH:15]=[C:16]([C:17]([O:19][CH2:20][CH3:21])=[O:18])[NH:23][C:12]2=[CH:11][N:10]=1)[C:27]1[CH:32]=[CH:31][CH:30]=[CH:29][CH:28]=1 |f:0.1|. Reported procedure: To a solution of potassium (1Z)-1-[2-(dibenzylamino)-5-nitropyridin-4-yl]-3-ethoxy-3-oxoprop-1-en-2-olate (5.0 g, 10.6 mmol) in acetic acid (151.4 mL) was added iron powder (2.43 g, 43.5 mmol) under a nitrogen atmosphere. The mixture was warmed to 60° C. and stirred for 2 h. The reaction mixture was filtered through diatomaceous earth, and the filtrate was concentrated to ca. 100 mL in volume. The concentrate was poured into rapidly stirring water (ca. 200 mL). The precipitate was observed. Ethy...